From a dataset of the Open Reaction Database (ORD), a public repository of structured organic reaction records. describe an organic reaction: reactants, conditions, products, and yield Reactants: COc1ccccc1-c1noc(C)c1C(=O)N1CCN(c2cc(NC(=O)c3ccc(N(C)C)cc3)c(CO)cc2Cl)CC1, ClCCl, O=[Cr](=O)([O-])Cl, c1cc[nH+]cc1. Yields the product COc1ccccc1-c1noc(C)c1C(=O)N1CCN(c2cc(NC(=O)c3ccc(N(C)C)cc3)c(C=O)cc2Cl)CC1. RXN SMILES: [Cl:1][c:2]1[cH:3][c:4]([CH2:42][OH:43])[c:5]([NH:30][C:31]([c:32]2[cH:33][cH:34][c:35]([N:38]([CH3:39])[CH3:40])[cH:36][cH:37]2)=[O:41])[cH:6][c:7]1[N:8]1[CH2:9][CH2:10][N:11]([C:14](=[O:15])[c:16]2[c:17](-[c:22]3[c:23]([O:28][CH3:29])[cH:24][cH:25][cH:26][cH:27]3)[n:18][o:19][c:20]2[CH3:21])[CH2:12][CH2:13]1.[Cl:55][CH2:56][Cl:57].[O:44]=[Cr:45]([Cl:46])([O-:47])=[O:48].[nH+:49]1[cH:50][cH:51][cH:52][cH:53][cH:54]1>>[Cl:1][c:2]1[cH:3][c:4]([CH:42]=[O:43])[c:5]([NH:30][C:31]([c:32]2[cH:33][cH:34][c:35]([N:38]([CH3:39])[CH3:40])[cH:36][cH:37]2)=[O:41])[cH:6][c:7]1[N:8]1[CH2:9][CH2:10][N:11]([C:14](=[O:15])[c:16]2[c:17](-[c:22]3[c:23]([O:28][CH3:29])[cH:24][cH:25][cH:26][cH:27]3)[n:18][o:19][c:20]2[CH3:21])[CH2:12][CH2:13]1. Reactants: CC(C)(C)P(C(C)(C)C)C(C)(C)C, CC(C)(C)[O-], CCCCCCn1c2ccc(Br)cc2c2cc(-c3cccn3C)ccc21, c1ccc(Nc2ccccc2)cc1, [Na+]. Product: CCCCCCn1c2ccc(-c3cccn3C)cc2c2cc(N(c3ccccc3)c3ccccc3)ccc21. RXN SMILES: [C:7]([P:8]([C:9]([CH3:10])([CH3:11])[CH3:12])[C:13]([CH3:14])([CH3:15])[CH3:16])([CH3:17])([CH3:18])[CH3:19].[CH3:1][C:2]([CH3:3])([O-:4])[CH3:5].[CH3:20][n:21]1[c:22](-[c:26]2[cH:27][c:28]3[c:29]4[cH:30][c:31]([Br:45])[cH:32][cH:33][c:34]4[n:35]([CH2:39][CH2:40][CH2:41][CH2:42][CH2:43][CH3:44])[c:36]3[cH:37][cH:38]2)[cH:23][cH:24][cH:25]1.[NH:46]([c:47]1[cH:48][cH:49][cH:50][cH:51][cH:52]1)[c:53]1[cH:54][cH:55][cH:56][cH:57][cH:58]1.[Na+:6]>>[CH3:20][n:21]1[c:22](-[c:26]2[cH:27][c:28]3[c:29]4[cH:30][c:31]([N:46]([c:47]5[cH:48][cH:49][cH:50][cH:51][cH:52]5)[c:53]5[cH:54][cH:55][cH:56][cH:57][cH:58]5)[cH:32][cH:33][c:34]4[n:35]([CH2:39][CH2:40][CH2:41][CH2:42][CH2:43][CH3:44])[c:36]3[cH:37][cH:38]2)[cH:23][cH:24][cH:25]1. The reactants are CC=1C=C(NC2=NN=C(C3=CC=CC=C23)C2OCOCO2)C=CC1 (1-(3-methylanilino)-4-([1,3,5]trioxan-2-yl)phthalazine), [OH-].[Na+] (NaOH). Run in OS(=O)(=O)O (H2SO4). Conditions: temperature 100 celsius, time 7 hour. The product is CC=1C=C(NC2=NN=C(C3=CC=CC=C23)C=O)C=CC1 (1-(3-Methylanilino)phthalazine-4-carbaldehyde). RXN SMILES: [CH3:1][C:2]1[CH:3]=[C:4]([CH:22]=[CH:23][CH:24]=1)[NH:5][C:6]1[C:15]2[C:10](=[CH:11][CH:12]=[CH:13][CH:14]=2)[C:9]([CH:16]2OCOC[O:17]2)=[N:8][N:7]=1.[OH-].[Na+]>OS(O)(=O)=O>[CH3:1][C:2]1[CH:3]=[C:4]([CH:22]=[CH:23][CH:24]=1)[NH:5][C:6]1[C:15]2[C:10](=[CH:11][CH:12]=[CH:13][CH:14]=2)[C:9]([CH:16]=[O:17])=[N:8][N:7]=1 |f:1.2|. Procedure: A suspension of 3.15 g (9.74 mmol) 1-(3-methylanilino)-4-([1,3,5]trioxan-2-yl)phthalazine in 150 ml H2SO4 (10% in H2O) is stirred for 7 h at 100° C. The suspension is cooled to RT and adjusted to alkaline pH with NaOH (20% in H2O), the title compound that precipitates out is filtered off and washed with water, 1H-NMR (DMSO-d6) 10.17 (s, HCO), 9.84 (s, HN), 9.02 (d, 1H), 8.67 (d, 1H), 8.03 (m, 2H), 7.8-7.6 (2 sb, 2H), 7.30 (t, 1H), 6.98 (d, 1H), 2.36 (s, 3H); FAB-MS (M−H)+=262.